This data is from the Open Reaction Database (ORD), a public repository of structured organic reaction records. The task is: describe an organic reaction: reactants, conditions, products, and yield Isolated yield 191.3%. The product is N1(CCNCC1)C1=CC=C(C=N1)C=1C=NC=2N(C1)C(=CN2)C2(CC2)C=2C=C1C=CC=NC1=CC2 (6-{1-[6-(6-piperazin-1-ylpyridin-3-yl)imidazo[1,2-a]pyrimidin-3-yl]cyclopropyl}quinoline). Solvent: C(Cl)Cl (methylene chloride). Procedure details: tert-butyl 4-{5-[3-(1-quinolin-6-ylcyclopropyl)imidazo[1,2-a]pyrimidin-6-yl]pyridin-2-yl}piperazine-1-carboxylate (80.0 mg, 0.146 mmol) in methylene chloride (1.0 mL) was treated with trifluoroacetic acid (1.0 mL) at RT for 2 h. The volatiles were evaporated and the residue was co-evaporated with acetonitrile to give the desired product (125 mg) as a TFA salt which was directly used in next step without further purification. LCMS: (M+H)=448.1. As a reaction SMILES: [N:1]1[C:10]2[C:5](=[CH:6][C:7]([C:11]3([C:14]4[N:18]5[CH:19]=[C:20]([C:23]6[CH:24]=[CH:25][C:26]([N:29]7[CH2:34][CH2:33][N:32](C(OC(C)(C)C)=O)[CH2:31][CH2:30]7)=[N:27][CH:28]=6)[CH:21]=[N:22][C:17]5=[N:16][CH:15]=4)[CH2:13][CH2:12]3)=[CH:8][CH:9]=2)[CH:4]=[CH:3][CH:2]=1.FC(F)(F)C(O)=O>C(Cl)Cl>[N:29]1([C:26]2[N:27]=[CH:28][C:23]([C:20]3[CH:21]=[N:22][C:17]4[N:18]([C:14]([C:11]5([C:7]6[CH:6]=[C:5]7[C:10](=[CH:9][CH:8]=6)[N:1]=[CH:2][CH:3]=[CH:4]7)[CH2:13][CH2:12]5)=[CH:15][N:16]=4)[CH:19]=3)=[CH:24][CH:25]=2)[CH2:30][CH2:31][NH:32][CH2:33][CH2:34]1. The reactants are N1=CC=CC2=CC(=CC=C12)C1(CC1)C1=CN=C2N1C=C(C=N2)C=2C=CC(=NC2)N2CCN(CC2)C(=O)OC(C)(C)C (tert-butyl 4-{5-[3-(1-quinolin-6-ylcyclopropyl)imidazo[1,2-a]pyrimidin-6-yl]pyridin-2-yl}piperazine-1-carboxylate), FC(C(=O)O)(F)F (trifluoroacetic acid). Yields the product C(C)(C)C1=NC(=C(C(=C1CO)C1=CC(=CC=C1)C)CCCCC)C(C)C (2,6-Diisopropyl-3-hydroxymethyl-4-(3-methylphenyl)-5-pentylpyridine). The reactants are C(C)(C)C1=NC(=C(C(=C1CO)C1=CC(=CC=C1)C)C=CCCC)C(C)C (2,6-Diisopropyl-3-hydroxymethyl-4-(3methylphenyl)-5-(pent-1-enyl)pyridine), C24H35NO. As a reaction SMILES: [CH:1]([C:4]1[C:9]([CH2:10][OH:11])=[C:8]([C:12]2[CH:17]=[CH:16][CH:15]=[C:14]([CH3:18])[CH:13]=2)[C:7]([CH:19]=[CH:20][CH2:21][CH2:22][CH3:23])=[C:6]([CH:24]([CH3:26])[CH3:25])[N:5]=1)([CH3:3])[CH3:2]>C(OCC)(=O)C.CCCCCC>[CH:1]([C:4]1[C:9]([CH2:10][OH:11])=[C:8]([C:12]2[CH:17]=[CH:16][CH:15]=[C:14]([CH3:18])[CH:13]=2)[C:7]([CH2:19][CH2:20][CH2:21][CH2:22][CH3:23])=[C:6]([CH:24]([CH3:25])[CH3:26])[N:5]=1)([CH3:3])[CH3:2] |f:1.2|. The solvent is C(C)(=O)OCC.CCCCCC (ethyl acetate n-hexane). Procedure: The title compound was prepared from 2,6-diisopropyl-3-hydroxymethyl-4-(3-methylphenyl)-5-(pent-1-enyl)pyridine (Example 139) by the procedure described in Example 126. 1H NMR (300 MHz, CDCl3): δ 0.77 (t, J=7.0 Hz, 3 H), 1.0-1.40 (m, 19 H), 2.25 (m, 2 H), 2.39 (s, 3 H), 3.23 (m, 1 H), 3.44 (m, 1 H), 4.34 (s, 2 H), 6.97 (m, 2 H), 7.18-7.34 (m, 2 H). FAB-MS: calculated for C24H35NO 354; found 354 (M+H, 100 %). Rf=0.34 (10% ethyl acetate/n-hexane). mp 88-90° C.